Dataset: the Open Reaction Database (ORD), a public repository of structured organic reaction records. Task: describe an organic reaction: reactants, conditions, products, and yield Reactants: OBO, CC(=O)Nc1ccccc1, O=C([O-])[O-], CN(C)C=O, O=C(c1ccc(Cl)cc1Cl)c1oc2cc(OS(=O)(=O)C(F)(F)F)ccc2c1C(F)(F)F, [K+], [K+], c1ccc(P(c2ccccc2)(c2ccccc2)[Pd](P(c2ccccc2)(c2ccccc2)c2ccccc2)(P(c2ccccc2)(c2ccccc2)c2ccccc2)P(c2ccccc2)(c2ccccc2)c2ccccc2)cc1. Yields the product CC(=O)Nc1cccc(-c2ccc3c(C(F)(F)F)c(C(=O)c4ccc(Cl)cc4Cl)oc3c2)c1. As a reaction SMILES: [BH:32]([OH:33])[OH:34].[C:35]([CH3:36])(=[O:37])[NH:38][c:39]1[cH:40][cH:41][cH:42][cH:43][cH:44]1.[C:45](=[O:46])([O-:47])[O-:48].[CH3:51][N:52]([CH3:53])[CH:54]=[O:55].[Cl:1][c:2]1[c:3]([C:4](=[O:5])[c:6]2[o:7][c:8]3[c:9]([c:10]2[C:11]([F:12])([F:13])[F:14])[cH:15][cH:16][c:17]([O:19][S:20]([C:21]([F:22])([F:23])[F:24])(=[O:25])=[O:26])[cH:18]3)[cH:27][cH:28][c:29]([Cl:31])[cH:30]1.[K+:49].[K+:50].[cH:56]1[cH:57][cH:58][c:59]([P:60]([Pd:61]([P:62]([c:63]2[cH:64][cH:65][cH:66][cH:67][cH:68]2)([c:69]2[cH:70][cH:71][cH:72][cH:73][cH:74]2)[c:75]2[cH:76][cH:77][cH:78][cH:79][cH:80]2)([P:81]([c:82]2[cH:83][cH:84][cH:85][cH:86][cH:87]2)([c:88]2[cH:89][cH:90][cH:91][cH:92][cH:93]2)[c:94]2[cH:95][cH:96][cH:97][cH:98][cH:99]2)[P:100]([c:101]2[cH:102][cH:103][cH:104][cH:105][cH:106]2)([c:107]2[cH:108][cH:109][cH:110][cH:111][cH:112]2)[c:113]2[cH:114][cH:115][cH:116][cH:117][cH:118]2)([c:119]2[cH:120][cH:121][cH:122][cH:123][cH:124]2)[c:125]2[cH:126][cH:127][cH:128][cH:129][cH:130]2)[cH:131][cH:132]1>>[Cl:1][c:2]1[c:3]([C:4](=[O:5])[c:6]2[o:7][c:8]3[c:9]([c:10]2[C:11]([F:12])([F:13])[F:14])[cH:15][cH:16][c:17](-[c:43]2[cH:42][cH:41][cH:40][c:39]([NH:38][C:35]([CH3:36])=[O:37])[cH:44]2)[cH:18]3)[cH:27][cH:28][c:29]([Cl:31])[cH:30]1. The reactants are BrB(Br)Br, COc1cc(F)c(-c2ncc(Br)cn2)c(F)c1, CO, CCOC(C)=O, ClCCl, [Na+], O=C([O-])O. Product: Oc1cc(F)c(-c2ncc(Br)cn2)c(F)c1. As a reaction SMILES: [B:18]([Br:19])([Br:20])[Br:21].[Br:1][c:2]1[cH:3][n:4][c:5](-[c:8]2[c:9]([F:17])[cH:10][c:11]([O:15][CH3:16])[cH:12][c:13]2[F:14])[n:6][cH:7]1.[CH3:22][OH:23].[CH3:32][CH2:33][O:34][C:35](=[O:36])[CH3:37].[Cl:29][CH2:30][Cl:31].[Na+:28].[O-:24][C:25]([OH:26])=[O:27]>>[Br:1][c:2]1[cH:3][n:4][c:5](-[c:8]2[c:9]([F:17])[cH:10][c:11]([OH:15])[cH:12][c:13]2[F:14])[n:6][cH:7]1. Reactants: CC(C)(C)OC(=O)N1CCC(C(=O)Nc2nc3ccc(OS(=O)(=O)c4ccc(F)cc4)cc3s2)CC1, ClCCl, O=C(O)C(F)(F)F. The product is O=C(Nc1nc2ccc(OS(=O)(=O)c3ccc(F)cc3)cc2s1)C1CCNCC1. RXN SMILES: [C:1]([O:2][C:3](=[O:4])[N:8]1[CH2:9][CH2:10][CH:11]([C:14]([NH:15][c:16]2[s:17][c:18]3[c:19]([n:20]2)[cH:21][cH:22][c:23]([O:25][S:26](=[O:27])(=[O:28])[c:29]2[cH:30][cH:31][c:32]([F:35])[cH:33][cH:34]2)[cH:24]3)=[O:36])[CH2:12][CH2:13]1)([CH3:5])([CH3:6])[CH3:7].[Cl:44][CH2:45][Cl:46].[F:37][C:38]([F:39])([F:40])[C:41]([OH:42])=[O:43]>>[NH:8]1[CH2:9][CH2:10][CH:11]([C:14]([NH:15][c:16]2[s:17][c:18]3[c:19]([n:20]2)[cH:21][cH:22][c:23]([O:25][S:26](=[O:27])(=[O:28])[c:29]2[cH:30][cH:31][c:32]([F:35])[cH:33][cH:34]2)[cH:24]3)=[O:36])[CH2:12][CH2:13]1. Reactants: C(C)(=O)OCC (ethyl acetate), C(CC(=O)OCC)(=O)OCC (Diethyl malonate), [H-].[Na+] (sodium hydride), BrCC(=O)OC(C)(C)C (t-butyl bromoacetate), C(C)(=O)OCC (ethyl acetate). The solvent is hexanes, C1CCOC1 (THF), hexanes. Product: C(C)OC(C(CC(=O)OC(C)(C)C)C(=O)OCC)=O (2-Ethoxycarbonyl-succinic acid 4-tert-butyl ester 1-ethyl ester). Yield: 92.8%. Reaction SMILES: [C:1]([O:9][CH2:10][CH3:11])(=[O:8])[CH2:2][C:3]([O:5][CH2:6][CH3:7])=[O:4].[H-].[Na+].Br[CH2:15][C:16]([O:18][C:19]([CH3:22])([CH3:21])[CH3:20])=[O:17].C(OCC)(=O)C>C1COCC1>[CH2:10]([O:9][C:1](=[O:8])[CH:2]([C:3]([O:5][CH2:6][CH3:7])=[O:4])[CH2:15][C:16]([O:18][C:19]([CH3:22])([CH3:21])[CH3:20])=[O:17])[CH3:11] |f:1.2|. Reported procedure: Diethyl malonate (31.15 g, 194.48 mmoles) was first transferred at 0° C. to a stirring suspension of sodium hydride (4.67 g, 194.58 mmoles) in dry THF (200 mL). To this resulting mixture, was added dropwise (at 0° C.) a solution of t-butyl bromoacetate (23.00 g, 117.91 mmoles). Formation of a white precipitate was instantly observed. The mixture was then stirred at room temperature until complete consumption of the starting material (1.5 hours as confirmed by TLC: 20% ethyl acetate: 80% hexanes)... Reactants: C(#N)C1=CC(=C(C=C1)C=1C=NN(C1O)C1=NC=C(C(=O)O)C=C1)C (6-(4-(4-cyano-2-methylphenyl)-5-hydroxy-1H-pyrazol-1-yl)nicotinic acid), C[C@@H](CC)N ((S)-butan-2-amine). Yields the product [C@H](C)(CC)NC(C1=CN=C(C=C1)N1N=CC(=C1O)C1=C(C=C(C=C1)C#N)C)=O ((S)—N-(sec-butyl)-6-(4-(4-cyano-2-methylphenyl)-5-hydroxy-1H-pyrazol-1-yl)nicotinamide). Reaction SMILES: [C:1]([C:3]1[CH:8]=[CH:7][C:6]([C:9]2[CH:10]=[N:11][N:12]([C:15]3[CH:23]=[CH:22][C:18]([C:19](O)=[O:20])=[CH:17][N:16]=3)[C:13]=2[OH:14])=[C:5]([CH3:24])[CH:4]=1)#[N:2].[CH3:25][C@H:26]([NH2:29])[CH2:27][CH3:28]>>[C@@H:26]([NH:29][C:19](=[O:20])[C:18]1[CH:22]=[CH:23][C:15]([N:12]2[C:13]([OH:14])=[C:9]([C:6]3[CH:7]=[CH:8][C:3]([C:1]#[N:2])=[CH:4][C:5]=3[CH3:24])[CH:10]=[N:11]2)=[N:16][CH:17]=1)([CH2:27][CH3:28])[CH3:25]. Procedure details: The title compound was prepared in a manner similar to Example 112 using 6-(4-(4-cyano-2-methylphenyl)-5-hydroxy-1H-pyrazol-1-yl)nicotinic acid and (S)-butan-2-amine. 1H NMR (400 MHz, DMSO-d6) δ ppm 0.90 (t, J=7.33 Hz, 3H) 1.17 (d, J=6.57 Hz, 3H) 1.46-1.63 (m, 2H) 2.44 (s, 3H) 3.95 (dt, J=13.83, 7.11 Hz, 1H) 7.67 (dd, J=8.08, 1.26 Hz, 1H) 7.74 (s, 1H) 7.78 (br. s., 1H) 8.17 (br. s., 1H) 8.32-8.58 (m, 3H) 8.87-8.95 (m, 1H) 13.18 (br. s., 1H). MS m/z [M+H]+ 376.2. Starting materials: Cl.NN1C2=C(CCC3=C1C=CC=C3)C=CC=C2 (5-amino-10,11-dihydro-5H-dibenz[b,f]-azepine hydrochloride), CN(C=O)C.C(C)O.O (dimethylformamide ethyl alcohol water), C(C)(=O)O (acetic acid). Yields the product B-phthalimidopropaldehyde, C1=C(C2=CC=CC3=C2N1C1=C(CC3)C=CC=C1)CN1C(C=3C(C1=O)=CC=CC3)=O (N-[(6,7-dihydroindolo[1,7-ab][1]benzazepine-2-yl)methyl] phthalimide). As a reaction SMILES: Cl.N[N:3]1[C:9]2[CH:10]=[CH:11][CH:12]=[CH:13][C:8]=2[CH2:7][CH2:6][C:5]2[CH:14]=[CH:15][CH:16]=[CH:17][C:4]1=2.[CH3:18][N:19]([CH3:22])[CH:20]=O.[CH2:23]([OH:25])[CH3:24].O.[C:27]([OH:30])(=O)[CH3:28]>>[CH:20]1[N:19]2[C:22]3[CH:4]=[CH:17][CH:16]=[CH:15][C:14]=3[CH2:5][CH2:6][C:7]3=[C:18]2[C:11](=[CH:12][CH:13]=[CH:8]3)[C:10]=1[CH2:9][N:3]1[C:23](=[O:25])[C:24]2=[CH:17][CH:4]=[CH:5][CH:6]=[C:28]2[C:27]1=[O:30] |f:0.1,2.3.4|. Reported procedure: Following a procedure similar to that described in Example 1 and using 5-amino-10,11-dihydro-5H-dibenz[b,f]-azepine hydrochloride (5g.) and B-phthalimidopropaldehyde (4.1g.) in glacial acetic acid (75 ml.) there was obtained N-[(6,7-dihydroindolo[1,7-ab][1]benzazepine-2-yl)methyl] phthalimide (5.0g.), m.p. 190°-191°C. (dimethylformamide-ethyl alcohol-water/7.5:1:3). Starting materials: CN(C(C(=S)OCC)=CC=C(C(=O)OCC)C1=CC=CC=C1)C (diethyl 2-dimethylamino-5-phenylthio-2,4-hexadienedioate), CC[O-].[Na+] (sodium ethylate), CC=1C=C(CSCC(=O)OCC)C=CC1 (ethyl (3-methylbenzylthio)acetate), F[B-](F)(F)F.CN(C(=CC=[N+](C)C)C(=O)OCC)C (N-(3-dimethylamino-3-ethoxycarbonylpropenylidene)-N-methylmethanaminium tetrafluoroborate), ethanolic solution. Run in C(C)O (ethanol). Yields the product CN(C(C(=O)OCC)=CC=C(C(=O)OCC)SCC1=CC(=CC=C1)C)C (Diethyl 2-dimethylamino-5-(3-methylbenzylthio)-2,4-hexadienedioate). The yield is 83.4%. RXN SMILES: CN(C)C(=CC=C(C1C=CC=CC=1)C(OCC)=O)C(OCC)=S.F[B-](F)(F)F.[CH3:29][N:30]([CH3:42])[C:31]([C:37]([O:39][CH2:40][CH3:41])=[O:38])=[CH:32][CH:33]=[N+](C)C.CC[O-].[Na+].[CH3:47][C:48]1[CH:49]=[C:50]([CH:59]=[CH:60][CH:61]=1)[CH2:51][S:52][CH2:53][C:54]([O:56][CH2:57][CH3:58])=[O:55]>C(O)C>[CH3:29][N:30]([CH3:42])[C:31](=[CH:32][CH:33]=[C:53]([S:52][CH2:51][C:50]1[CH:59]=[CH:60][CH:61]=[C:48]([CH3:47])[CH:49]=1)[C:54]([O:56][CH2:57][CH3:58])=[O:55])[C:37]([O:39][CH2:40][CH3:41])=[O:38] |f:1.2,3.4|. Reported procedure: The procedure is as in Example 2 for the preparation of diethyl 2-dimethylamino-5-phenylthio-2,4-hexadienedioate, starting with N-(3-dimethylamino-3-ethoxycarbonylpropenylidene)-N-methylmethanaminium tetrafluoroborate (10 g), a 2M ethanolic solution of sodium ethylate (21 cc) and ethyl (3-methylbenzylthio)acetate (7.9 g) in ethanol (100 cc). Diethyl 2-dimethylamino-5-(3-methylbenzylthio)-2,4-hexadienedioate (11 g) is obtained in the form of a brown oil, and is used in the crude state in the subs... Starting materials: OCC1CNC=2N(C1)N=C(C2C#N)C2=CC=C(C=C2)OC2=CC=CC=C2 (6-(hydroxymethyl)-2-(4-phenoxyphenyl)-4,5,6,7-tetrahydropyrazolo[1,5-a]pyrimidine-3-carbonitrile), ClCCC(=O)NC=1C=C(C=CC1)C1CCNC=2N1N=C(C2C(=O)N)C2=CC=C(C=C2)OC2=CC=CC=C2 (7-(3-(3-chloropropanamido)phenyl)-2-(4-phenoxyphenyl)-4,5,6,7-tetrahydropyrazolo[1,5-a]pyrimidine-3-carboxamide). Yields the product OCC1CNC=2N(C1)N=C(C2C(=O)N)C2=CC=C(C=C2)OC2=CC=CC=C2 (6-(Hydroxymethyl)-2-(4-phenoxyphenyl)-4,5,6,7-tetrahydropyrazolo[1,5-a]pyrimidine-3-carboxamide). As a reaction SMILES: [OH:1][CH2:2][CH:3]1[CH2:8][N:7]2[N:9]=[C:10]([C:14]3[CH:19]=[CH:18][C:17]([O:20][C:21]4[CH:26]=[CH:25][CH:24]=[CH:23][CH:22]=4)=[CH:16][CH:15]=3)[C:11]([C:12]#[N:13])=[C:6]2[NH:5][CH2:4]1.ClCCC(NC1C=C(C2N3N=C(C4C=CC(OC5C=CC=CC=5)=CC=4)C(C(N)=O)=C3NCC2)C=CC=1)=[O:31]>>[OH:1][CH2:2][CH:3]1[CH2:8][N:7]2[N:9]=[C:10]([C:14]3[CH:19]=[CH:18][C:17]([O:20][C:21]4[CH:26]=[CH:25][CH:24]=[CH:23][CH:22]=4)=[CH:16][CH:15]=3)[C:11]([C:12]([NH2:13])=[O:31])=[C:6]2[NH:5][CH2:4]1. Procedure details: The desired product was prepared form 6-(hydroxymethyl)-2-(4-phenoxyphenyl)-4,5,6,7-tetrahydropyrazolo[1,5-a]pyrimidine-3-carbonitrile using the procedure similar to step 2 for compound 2. MS (ESI) m/e [M+1]+ 364.9.